This data is from the Open Reaction Database (ORD), a public repository of structured organic reaction records. The task is: describe an organic reaction: reactants, conditions, products, and yield Reactants: CC1(OB(OC1(C)C)C=1C=NN2C1N=C(C=C2)N2CCN(CC2)C(=O)OC(C)C)C (isopropyl 4-(3-(4,4,5,5-tetramethyl-1,3,2-dioxaborolan-2-yl)pyrazolo[1,5-a]pyrimidin-5-yl)piperazine-1-carboxylate), COCCOC (DME), BrC1=NC(=CC=C1)OC (2-bromo-6-methoxypyridine), C(=O)([O-])[O-].[K+].[K+] (K2CO3). The reagents and catalysts are C=1C=CC(=CC1)[P](C=2C=CC=CC2)(C=3C=CC=CC3)[Pd]([P](C=4C=CC=CC4)(C=5C=CC=CC5)C=6C=CC=CC6)([P](C=7C=CC=CC7)(C=8C=CC=CC8)C=9C=CC=CC9)[P](C=1C=CC=CC1)(C=1C=CC=CC1)C=1C=CC=CC1 (Pd(PPh3)4). Run in CCOC(=O)C (EtOAc), O (water). Product: COC1=CC=CC(=N1)C=1C=NN2C1N=C(C=C2)N2CCN(CC2)C(=O)OC(C)C (Isopropyl 4-(3-(6-methoxypyridin-2-yl)pyrazolo[1,5-a]pyrimidin-5-yl)piperazine-1-carboxylate). Isolated yield 67.5%. Reaction SMILES: CC1(C)C(C)(C)OB([C:9]2[CH:10]=[N:11][N:12]3[CH:17]=[CH:16][C:15]([N:18]4[CH2:23][CH2:22][N:21]([C:24]([O:26][CH:27]([CH3:29])[CH3:28])=[O:25])[CH2:20][CH2:19]4)=[N:14][C:13]=23)O1.Br[C:32]1[CH:37]=[CH:36][CH:35]=[C:34]([O:38][CH3:39])[N:33]=1.C([O-])([O-])=O.[K+].[K+].COCCOC>CCOC(C)=O.C1C=CC([P]([Pd]([P](C2C=CC=CC=2)(C2C=CC=CC=2)C2C=CC=CC=2)([P](C2C=CC=CC=2)(C2C=CC=CC=2)C2C=CC=CC=2)[P](C2C=CC=CC=2)(C2C=CC=CC=2)C2C=CC=CC=2)(C2C=CC=CC=2)C2C=CC=CC=2)=CC=1.O>[CH3:39][O:38][C:34]1[N:33]=[C:32]([C:9]2[CH:10]=[N:11][N:12]3[CH:17]=[CH:16][C:15]([N:18]4[CH2:19][CH2:20][N:21]([C:24]([O:26][CH:27]([CH3:29])[CH3:28])=[O:25])[CH2:22][CH2:23]4)=[N:14][C:13]=23)[CH:37]=[CH:36][CH:35]=1 |f:2.3.4,^1:61,63,82,101|. Procedure details: To 65 mg (0.157 mmol) of isopropyl 4-(3-(4,4,5,5-tetramethyl-1,3,2-dioxaborolan-2-yl)pyrazolo[1,5-a]pyrimidin-5-yl)piperazine-1-carboxylate in a microwave vial was added, 29 mg (0.157 mmol) of 2-bromo-6-methoxypyridine, 43 mg (0.313 mmol) of K2CO3, 18 mg (0.016 mmol) Pd(PPh3)4, 3 mL of DME and then 1 mL water. The resulting mixture was microwaved at 125° C. for 0.33 hr. It was diluted with EtOAc, washed with brine, and the organic layer dried over MgSO4. It was concentrated and purified on the n... Starting materials: CS(=O)(=O)C=1C=C(C=CC1C(=O)N1CCNCC1)N1C(OC[C@H]1COC)=O ((R)-3-[3-methanesulfonyl-4-(piperazine-1-carbonyl)phenyl]-4-methoxymethyloxazolidin-2-one), ClC1=NC=C(C=C1Cl)Cl (2,3,5-trichloropyridine). The product is ClC=1C(=NC=C(C1)Cl)N1CCN(CC1)C(=O)C1=C(C=C(C=C1)N1C(OC[C@H]1COC)=O)S(=O)(=O)C ((R)-3-{4-[4-(3,5-dichloropyridin-2-yl)piperazine-1-carbonyl]-3-methanesulfonylphenyl}-4-methoxymethyloxazolidin-2-one). Isolated yield 45.5%. Reaction SMILES: [CH3:1][S:2]([C:5]1[CH:6]=[C:7]([N:19]2[C@H:23]([CH2:24][O:25][CH3:26])[CH2:22][O:21][C:20]2=[O:27])[CH:8]=[CH:9][C:10]=1[C:11]([N:13]1[CH2:18][CH2:17][NH:16][CH2:15][CH2:14]1)=[O:12])(=[O:4])=[O:3].Cl[C:29]1[C:34]([Cl:35])=[CH:33][C:32]([Cl:36])=[CH:31][N:30]=1>>[Cl:35][C:34]1[C:29]([N:16]2[CH2:17][CH2:18][N:13]([C:11]([C:10]3[CH:9]=[CH:8][C:7]([N:19]4[C@H:23]([CH2:24][O:25][CH3:26])[CH2:22][O:21][C:20]4=[O:27])=[CH:6][C:5]=3[S:2]([CH3:1])(=[O:3])=[O:4])=[O:12])[CH2:14][CH2:15]2)=[N:30][CH:31]=[C:32]([Cl:36])[CH:33]=1. Procedure: By reaction and treatment in the same manner as in Example 147 and using (R)-3-[3-methanesulfonyl-4-(piperazine-1-carbonyl)phenyl]-4-methoxymethyloxazolidin-2-one (1.19 g) described in Preparation Example 172 and 2,3,5-trichloropyridine (1.09 g), the title compound (740 mg) was obtained. Reactants: Cl(=O)[O-].[Na+] (sodium chlorite), O.O.OP(=O)(O)[O-].[Na+] (sodium phosphate monobasic dihydrate), Cl(=O)[O-].[Na+] (sodium chlorite), O.O.OP(=O)(O)[O-].[Na+] (sodium phosphate monobasic dihydrate), ClC1=C(C=C2C(=CNC2=C1)C=O)C1=CC=C(C=C1)C1CN(CC1)C (6-chloro-5-[4-(1-methylpyrrolidin-3-yl)phenyl]-1H-indole-3-carbaldehyde). Solvent: O (H2O), CC(C)=CC (2-methyl-2-butene), O (water), C(C)#N (acetonitrile), C(C)(C)(C)O (tert-butanol), CC(C)=CC (2-methyl-2-butene). Reaction conditions: temperature 0 celsius, time 2 hour. Yields the product ClC1=C(C=C2C(=CNC2=C1)C(=O)O)C1=CC=C(C=C1)C1CN(CC1)C (6-chloro-5-[4-(1-methylpyrrolidin-3-yl)phenyl]-1H-indole-3-carboxylic acid). Yield: 4.1%. RXN SMILES: [Cl:1][C:2]1[CH:10]=[C:9]2[C:5]([C:6]([CH:11]=[O:12])=[CH:7][NH:8]2)=[CH:4][C:3]=1[C:13]1[CH:18]=[CH:17][C:16]([CH:19]2[CH2:23][CH2:22][N:21]([CH3:24])[CH2:20]2)=[CH:15][CH:14]=1.Cl([O-])=[O:26].[Na+].O.O.OP([O-])(O)=O.[Na+]>C(#N)C.C(O)(C)(C)C.O.CC(=CC)C>[Cl:1][C:2]1[CH:10]=[C:9]2[C:5]([C:6]([C:11]([OH:26])=[O:12])=[CH:7][NH:8]2)=[CH:4][C:3]=1[C:13]1[CH:14]=[CH:15][C:16]([CH:19]2[CH2:23][CH2:22][N:21]([CH3:24])[CH2:20]2)=[CH:17][CH:18]=1 |f:1.2,3.4.5.6|. Procedure: To a solution of 6-chloro-5-[4-(1-methylpyrrolidin-3-yl)phenyl]-1H-indole-3-carbaldehyde (crude, 0.23 g, 0.68 mmol) in acetonitrile (8 mL) and tert-butanol (8 mL) was added 2-methyl-2-butene (8 mL). The reaction mixture was cooled to 0° C. and treated with a solution of sodium chlorite (683 mg, 7.50 mmol) and sodium phosphate monobasic dihydrate (1.59 g, 10.2 mmol) in water (4 mL) dropwise. The reaction mixture was stirred at room temperature for two hours and treated with additional sodium chlo... Reactants: CC(C)(C)OC(=O)N1CCCC1CO, C1CCOC1, Nc1cccc(C(O)(C(F)(F)F)C(F)(F)F)c1, c1ccc(P(c2ccccc2)c2ccccc2)cc1. Yields the product CC(C)(C)OC(=O)N1CCCC1COC(c1cccc(N)c1)(C(F)(F)F)C(F)(F)F. As a reaction SMILES: [C:18]([CH3:19])([CH3:20])([CH3:21])[O:22][C:23](=[O:24])[N:25]1[CH:26]([CH2:30][OH:31])[CH2:27][CH2:28][CH2:29]1.[CH2:51]1[O:52][CH2:53][CH2:54][CH2:55]1.[NH2:1][c:2]1[cH:3][c:4]([C:8]([C:9]([F:10])([F:11])[F:12])([C:13]([F:14])([F:15])[F:16])[OH:17])[cH:5][cH:6][cH:7]1.[c:32]1([P:33]([c:34]2[cH:35][cH:36][cH:37][cH:38][cH:39]2)[c:40]2[cH:41][cH:42][cH:43][cH:44][cH:45]2)[cH:46][cH:47][cH:48][cH:49][cH:50]1>>[NH2:1][c:2]1[cH:3][c:4]([C:8]([C:9]([F:10])([F:11])[F:12])([C:13]([F:14])([F:15])[F:16])[O:17][CH2:30][CH:26]2[N:25]([C:23]([O:22][C:18]([CH3:19])([CH3:20])[CH3:21])=[O:24])[CH2:29][CH2:28][CH2:27]2)[cH:5][cH:6][cH:7]1. Starting materials: OC1=CC=C(C(=O)C2=CC=C(OC3CN(CC3)C(=O)OC(C)(C)C)C=C2)C=C1 (tert-butyl 3-(4-(4-hydroxybenzoyl)phenoxy)pyrrolidine-1-carboxylate), C(CC)(=O)C1=CC=CC=C1 (propiophenone). Yields the product C1(=CC=CC=C1)C(=C(C1=CC=C(C=C1)OC1CNCC1)C1=CC=C(C=C1)O)CC (4-(2-phenyl-1-(4-(pyrrolidin-3-yloxy)phenyl)but-1-enyl)phenol). Yield: 85.6%. Reaction SMILES: [OH:1][C:2]1[CH:28]=[CH:27][C:5]([C:6]([C:8]2[CH:26]=[CH:25][C:11]([O:12][CH:13]3[CH2:17][CH2:16][N:15](C(OC(C)(C)C)=O)[CH2:14]3)=[CH:10][CH:9]=2)=O)=[CH:4][CH:3]=1.[C:29]([C:33]1[CH:38]=[CH:37][CH:36]=[CH:35][CH:34]=1)(=O)[CH2:30][CH3:31]>>[C:33]1([C:29]([CH2:30][CH3:31])=[C:6]([C:5]2[CH:4]=[CH:3][C:2]([OH:1])=[CH:28][CH:27]=2)[C:8]2[CH:9]=[CH:10][C:11]([O:12][CH:13]3[CH2:17][CH2:16][NH:15][CH2:14]3)=[CH:25][CH:26]=2)[CH:38]=[CH:37][CH:36]=[CH:35][CH:34]=1. Procedure details: Following general procedure of McMurry reaction as described in example 1, step B, tert-butyl 3-(4-(4-hydroxybenzoyl)phenoxy)pyrrolidine-1-carboxylate (395 mg, 1.03 mmol) was reacted with propiophenone (276 mg, 2.06 mmol) to give 340 mg desired product (86% yield, Z/E=1/1) as a light yellow solid. m/z=386[M+1]+. Reactants: FC=1C=C(N)C(=CC1)[N+](=O)[O-] (3-Fluoro-6-nitroaniline), CN(CCO)C (N,N-dimethylethanolamine), [OH-].[K+] (KOH). Run in O (H2O), C1(=CC=CC=C1)C (toluene). Conditions: temperature 0 celsius, time 16 hour. Yields the product CN(CCOC=1C=CC(=C(C1)N)[N+](=O)[O-])C (5-(2-dimethylamino-ethoxy)-2-nitro-phenylamine). Isolated yield 65.9%. As a reaction SMILES: F[C:2]1[CH:3]=[C:4]([C:6]([N+:9]([O-:11])=[O:10])=[CH:7][CH:8]=1)[NH2:5].[CH3:12][N:13]([CH3:17])[CH2:14][CH2:15][OH:16].[OH-].[K+]>C1(C)C=CC=CC=1.O>[CH3:12][N:13]([CH3:17])[CH2:14][CH2:15][O:16][C:2]1[CH:8]=[CH:7][C:6]([N+:9]([O-:11])=[O:10])=[C:4]([NH2:5])[CH:3]=1 |f:2.3|. Reported procedure: 3-Fluoro-6-nitroaniline (0.7 g, 4.48 mmol) and N,N-dimethylethanolamine (1.34 mL, 13.45 mmol) were dissolved in toluene (5 mL). This solution was cooled at 0° C. and finely ground KOH (1.258 g, 22.4 mmol) was added to the stirring mixture. The reaction mixture was stirred for 16 hours at room temperature, diluted with H2O (30 mL) and then extracted with CHCl3 (3×25 mL). The combined organics were dried (Na2SO4), filtered and the solvent was removed in vacuo. Purification by SiO2 chromatography (... The reactants are CC[O-].[Na+] (NaOEt), CSC1=CC=C(C(=O)NN)C=C1 (4-Methylsulfanyl-benzoic acid hydrazide), Cl.CCOCC (HCl ether), Cl.N1(CCCC1)CC=1C=C(C(=N)N)C=CC1 (3-pyrrolidin-1-ylmethyl-benzamidine hydrochloride salt). Run in C(C)O (ethanol), C(C)O (ethanol), C(C)O (ethanol). Reaction conditions: time 30 minute. Yields the product Cl.CSC1=CC=C(C=C1)C1=NC(=NN1)C1=CC(=CC=C1)CN1CCCC1 (5-(4-Methylsulfanyl-phenyl)-3-(3-pyrrolidin-1-ylmethyl-phenyl)-1H-[1,2,4]triazole hydrochloride salt). Isolated yield 51.7%. Reaction SMILES: [ClH:1].[N:2]1([CH2:7][C:8]2[CH:9]=[C:10]([CH:14]=[CH:15][CH:16]=2)[C:11]([NH2:13])=[NH:12])[CH2:6][CH2:5][CH2:4][CH2:3]1.CC[O-].[Na+].[CH3:21][S:22][C:23]1[CH:32]=[CH:31][C:26]([C:27]([NH:29]N)=O)=[CH:25][CH:24]=1.Cl.CCOCC>C(O)C>[ClH:1].[CH3:21][S:22][C:23]1[CH:32]=[CH:31][C:26]([C:27]2[NH:29][N:13]=[C:11]([C:10]3[CH:14]=[CH:15][CH:16]=[C:8]([CH2:7][N:2]4[CH2:6][CH2:5][CH2:4][CH2:3]4)[CH:9]=3)[N:12]=2)=[CH:25][CH:24]=1 |f:0.1,2.3,5.6,8.9|. Procedure: To a stirred ethanolic suspension of 3-pyrrolidin-1-ylmethyl-benzamidine hydrochloride salt (1:2) (414 mg, 1.5 mmol, 1.5 eq.) in 15 ml ethanol was added over 3 minutes 1.2N NaOEt in ethanol (3.4 ml, 4 eq.) and stirring was continued for 30 min. at r.t. 4-Methylsulfanyl-benzoic acid hydrazide (182 mg, 1 mmol) in ethanol at 20° C. was then added and the mixture heated to reflux for 50 hrs. Upon cooling the product mixture was filtered, solvent evaporated and residue chromatographed over 20 g SiO2 ...